This data is from the Open Reaction Database (ORD), a public repository of structured organic reaction records. The task is: describe an organic reaction: reactants, conditions, products, and yield Starting materials: C(=O)N1CCNCC1 (1-Formylpiperazine), N1=C(Cl)N=C(Cl)N=C1Cl (cyanuric chloride), C([O-])(O)=O.[Na+] (sodium bicarbonate). The solvent is CC(=O)C (acetone), CC(=O)C (acetone). Conditions: time 4 hour. Product: ClC1=NC(=NC(=N1)Cl)N1CCN(CC1)C=O (4,6-dichloro-2-(4-formylpiperazino)1,3,5-triazine). Yield: 35.2%. Reaction SMILES: [CH:1]([N:3]1[CH2:8][CH2:7][NH:6][CH2:5][CH2:4]1)=[O:2].[N:9]1[C:16]([Cl:17])=[N:15][C:13](Cl)=[N:12][C:10]=1[Cl:11].C(=O)(O)[O-].[Na+]>CC(C)=O>[Cl:11][C:10]1[N:9]=[C:16]([Cl:17])[N:15]=[C:13]([N:6]2[CH2:7][CH2:8][N:3]([CH:1]=[O:2])[CH2:4][CH2:5]2)[N:12]=1 |f:2.3|. Procedure details: 1-Formylpiperazine (5.0 g) in dry acetone (28 ml) was added dropwise to a stirred suspension of cyanuric chloride (6.2 g) and sodium bicarbonate (2.58 g) in dry acetone (153 ml) at -35°. The reaction mixture was stirred at -30° for 13/4 hours. Insoluble material was removed by filtration and washed with acetone. The combined filtrate and washings were evaporated in vacuo and the residue taken up in methylene chloride, filtered and the filtrate evaporated in vacuo. The resulting solid was re-crys... Reactants: CCCCN, CCOCC, Cl, C#CC(I)OC(=O)Cc1ccc(OC(C)=O)cc1, C1COCCO1. Product: C#CC(I)OC(=O)Cc1ccc(O)cc1. As a reaction SMILES: [CH2:19]([NH2:20])[CH2:21][CH2:22][CH3:23].[CH3:24][CH2:25][O:26][CH2:27][CH3:28].[ClH:29].[I:1][CH:2]([C:3]#[CH:4])[O:5][C:6]([CH2:7][c:8]1[cH:9][cH:10][c:11]([O:14][C:15](=[O:16])[CH3:17])[cH:12][cH:13]1)=[O:18].[O:30]1[CH2:31][CH2:32][O:33][CH2:34][CH2:35]1>>[I:1][CH:2]([C:3]#[CH:4])[O:5][C:6]([CH2:7][c:8]1[cH:9][cH:10][c:11]([OH:14])[cH:12][cH:13]1)=[O:18]. Starting materials: CC(C)Br, CS(=O)(=O)c1ccc2c3c(cccc13)C(=O)N2, CN(C)C=O, [H-], [Na+]. The product is CC(C)N1C(=O)c2cccc3c(S(C)(=O)=O)ccc1c23. RXN SMILES: [Br:20][CH:21]([CH3:22])[CH3:23].[CH3:1][S:2](=[O:3])(=[O:4])[c:5]1[c:6]2[c:7]3[c:8]([cH:15][cH:16][cH:17]2)[C:9](=[O:14])[NH:10][c:11]3[cH:12][cH:13]1.[CH3:24][N:25]([CH3:26])[CH:27]=[O:28].[H-:18].[Na+:19]>>[CH3:1][S:2](=[O:3])(=[O:4])[c:5]1[c:6]2[c:7]3[c:8]([cH:15][cH:16][cH:17]2)[C:9](=[O:14])[N:10]([CH:21]([CH3:22])[CH3:23])[c:11]3[cH:12][cH:13]1. The reactants are CC(C)(C(=O)O)C(=O)NCC(F)(F)C(F)(F)F, COCCN1C(=O)C(N)c2ccccc2-c2ccccc21. The product is COCCN1C(=O)C(NC(=O)C(C)(C)C(=O)NCC(F)(F)C(F)(F)F)c2ccccc2-c2ccccc21. Reaction SMILES: [CH3:22][C:23]([C:24](=[O:25])[OH:26])([C:27](=[O:28])[NH:29][CH2:30][C:31]([C:32]([F:33])([F:34])[F:35])([F:36])[F:37])[CH3:38].[NH2:1][CH:2]1[c:3]2[c:4]([cH:18][cH:19][cH:20][cH:21]2)-[c:5]2[c:6]([cH:14][cH:15][cH:16][cH:17]2)[N:7]([CH2:10][CH2:11][O:12][CH3:13])[C:8]1=[O:9]>>[NH:1]([CH:2]1[c:3]2[c:4]([cH:18][cH:19][cH:20][cH:21]2)-[c:5]2[c:6]([cH:14][cH:15][cH:16][cH:17]2)[N:7]([CH2:10][CH2:11][O:12][CH3:13])[C:8]1=[O:9])[C:24]([C:23]([CH3:22])([C:27](=[O:28])[NH:29][CH2:30][C:31]([C:32]([F:33])([F:34])[F:35])([F:36])[F:37])[CH3:38])=[O:25]. As a reaction SMILES: [C-:1]#[N:2].[Na+].CS(C)=O.Br[CH2:9][CH2:10][CH2:11][CH2:12][C:13]([O:15][CH3:16])=[O:14]>O>[C:1]([CH2:9][CH2:10][CH2:11][CH2:12][C:13]([O:15][CH3:16])=[O:14])#[N:2] |f:0.1|. Solvent: O (water). Isolated yield 99.6%. Reported procedure: 7.5 g (154 mmol) of sodium cyanide was added to 80 mL of dimethyl sulfoxide, and dissolved therein under heat at 90° C. 25.0 g (128 mmol) of methyl 5-bromovalerate was dropwise added to the solution at an inner temperature of 130° C. or lower, and stirred at 100° C. for 2 hours. After cooled to room temperature, 50 mL of water was added to this, which was then extracted with 60 mL of ethyl acetate. The organic layer was dried with magnesium sulfate, and the solvent was evaporated away under redu... The product is C(#N)CCCCC(=O)OC (methyl 5-cyanovalerate). Run at temperature 90 celsius, time 2 hour. The reactants are [C-]#N.[Na+] (sodium cyanide), CS(=O)C (dimethyl sulfoxide), BrCCCCC(=O)OC (methyl 5-bromovalerate).